Task: describe an organic reaction: reactants, conditions, products, and yield. Dataset: the Open Reaction Database (ORD), a public repository of structured organic reaction records Reactants: C[O-].[Na+] (sodium methoxide), O (water), FC(C1=CC=C(C=C1)NC(C[C@H](CC)OS(=O)(=O)C)=O)(F)F ((S)-N-[4-(trifluoromethyl)phenyl]-3-methanesulfonyloxypentanoic acid amide). Solvent: O1CCCC1 (tetrahydrofuran), O1CCCC1 (tetrahydrofuran). Conditions: time 5 minute. The product is C(C)[C@@H]1CC(N1C1=CC=C(C=C1)C(F)(F)F)=O ((R)-4-ethyl-1-[4-(trifluoromethyl)phenyl]-2-azetidinone). Yield: 98.8%. RXN SMILES: C[O-].[Na+].[F:4][C:5]([F:25])([F:24])[C:6]1[CH:11]=[CH:10][C:9]([NH:12][C:13](=[O:23])[CH2:14][C@@H:15](OS(C)(=O)=O)[CH2:16][CH3:17])=[CH:8][CH:7]=1.O>O1CCCC1>[CH2:16]([C@H:15]1[N:12]([C:9]2[CH:10]=[CH:11][C:6]([C:5]([F:25])([F:24])[F:4])=[CH:7][CH:8]=2)[C:13](=[O:23])[CH2:14]1)[CH3:17] |f:0.1|. Procedure details: 31.8 mg (0.589 mmol) of sodium methoxide was suspended in tetrahydrofuran (1 mL) and a tetrahydrofuran solution (1 mL) containing 200 mg (0.589 mmol) of (S)-N-[4-(trifluoromethyl)phenyl]-3-methanesulfonyloxypentanoic acid amide produced in Example 3 was added dropwise thereto at room temperature for 5 minutes. After stirring at room temperature for further 3.5 hours, water (5 mL) was added and extraction was carried out with ethyl acetate. The organic layer was washed with saturated brine and th... Starting materials: ClC1=CC=C(C=C1)C#CCCCCCCCCCCCNC1=CC=C(C(=O)OC)C=C1 (methyl 4-[13-(4-chlorophenyl)tridec-12-ynylamino]benzoate), C(CCO)O (1,3-propanediol), C1(=CC=C(C=C1)S(=O)(=O)O)C (p-toluenesulfonic acid). Product: OCCCC(CCO)O.ClC1=CC=C(C=C1)C#CCCCCCCCCCCCNC1=CC=C(C(=O)[O-])C=C1 (3-hydroxypropyl 1,3-propanediol 4-[13-(4-chlorophenyl)tridec-12-ynylamino]benzoate). RXN SMILES: [Cl:1][C:2]1[CH:7]=[CH:6][C:5]([C:8]#[C:9][CH2:10][CH2:11][CH2:12][CH2:13][CH2:14][CH2:15][CH2:16][CH2:17][CH2:18][CH2:19][CH2:20][NH:21][C:22]2[CH:31]=[CH:30][C:25]([C:26]([O:28]C)=[O:27])=[CH:24][CH:23]=2)=[CH:4][CH:3]=1.[CH2:32]([OH:36])[CH2:33][CH2:34][OH:35].C1(C)C=CC(S(O)(=O)=O)=CC=1>>[OH:27][CH2:26][CH2:25][CH2:24][CH:32]([OH:36])[CH2:33][CH2:34][OH:35].[Cl:1][C:2]1[CH:7]=[CH:6][C:5]([C:8]#[C:9][CH2:10][CH2:11][CH2:12][CH2:13][CH2:14][CH2:15][CH2:16][CH2:17][CH2:18][CH2:19][CH2:20][NH:21][C:22]2[CH:23]=[CH:24][C:25]([C:26]([O-:28])=[O:27])=[CH:30][CH:31]=2)=[CH:4][CH:3]=1 |f:3.4|. Procedure: A mixture of 2.25 g. of methyl 4-[13-(4-chlorophenyl)tridec-12-ynylamino]benzoate, 280 mg. of 1,3-propanediol and 1.37 g. p-toluenesulfonic acid is heated at 180° C. for 18 hours and then is partitioned between ether and 3% aqueous sodium carbonate solution. The ether layer is separated, dried, and evaporated to yield 3-hydroxypropyl 1,3-propanediol 4-[13-(4-chlorophenyl)tridec-12-ynylamino]benzoate. The product is N1C(C=CC2=CC=CC=C12)=O (quinolone). Reported procedure: Compound 1 (1.10 g, 4.11 mmol) is added portionwise and rapidly with stirring, to a solution of biphenyl (1.70 g) and diphenyl ether (13.10 g) heated to 250° C. After 10 minutes, the heating is stopped. During the cooling, the quinolone 2 precipitates out in the reaction medium. This product is collected by filtration and then rinsed with petroleum ether. After drying, 859 mg (94%) of compound 2 are obtained in the form of white crystals. RXN SMILES: [NH:1](/[CH:8]=[C:9](/[C:15]1C=CC=CC=1)\C(OCC)=O)[C:2]1[CH:7]=[CH:6][CH:5]=[CH:4][CH:3]=1.C1(C2C=CC=CC=2)C=CC=CC=1.C1([O:39]C2C=CC=CC=2)C=CC=CC=1>>[NH:1]1[C:2]2[C:3](=[CH:4][CH:5]=[CH:6][CH:7]=2)[CH:15]=[CH:9][C:8]1=[O:39]. The reactants are N(C1=CC=CC=C1)\C=C(/C(=O)OCC)\C1=CC=CC=C1 (Ethyl (Z)-3-anilino-2-phenyl-2-propenoate), C1(=CC=CC=C1)C1=CC=CC=C1 (biphenyl), C1(=CC=CC=C1)OC1=CC=CC=C1 (diphenyl ether). The yield is 144.0%. Reaction conditions: temperature 250 celsius, time 10 minute. The reactants are O1CC12CCCC2 (1-oxaspiro[2.4]heptane), NC=1C=C(C=CC1)CCCN1C(C2=CC=CC=C2C1=O)=O (2-(3-(3-aminophenyl)propyl)isoindoline-1,3-dione). The product is OC1(CCCC1)CNC=1C=C(C=CC1)CCCN1C(C2=CC=CC=C2C1=O)=O (2-(3-(3-(((1-hydroxycyclopentyl)methyl)amino)phenyl)propyl)isoindoline-1,3-dione). RXN SMILES: [O:1]1[C:3]2([CH2:7][CH2:6][CH2:5][CH2:4]2)[CH2:2]1.[NH2:8][C:9]1[CH:10]=[C:11]([CH2:15][CH2:16][CH2:17][N:18]2[C:26](=[O:27])[C:25]3[C:20](=[CH:21][CH:22]=[CH:23][CH:24]=3)[C:19]2=[O:28])[CH:12]=[CH:13][CH:14]=1>>[OH:1][C:3]1([CH2:2][NH:8][C:9]2[CH:10]=[C:11]([CH2:15][CH2:16][CH2:17][N:18]3[C:26](=[O:27])[C:25]4[C:20](=[CH:21][CH:22]=[CH:23][CH:24]=4)[C:19]3=[O:28])[CH:12]=[CH:13][CH:14]=2)[CH2:7][CH2:6][CH2:5][CH2:4]1. Procedure: Reaction between 1-oxaspiro[2.4]heptane and 2-(3-(3-aminophenyl)propyl)isoindoline-1,3-dione gives 2-(3-(3-(((1-hydroxycyclopentyl)methyl)amino)phenyl)propyl)isoindoline-1,3-dione. Reactants: CNCCc1ccccc1, O=C(NC1C2CC3CC(C2)CC1C3)c1cnn(-c2ccccc2)c1Cl. The product is CN(CCc1ccccc1)c1c(C(=O)NC2C3CC4CC(C3)CC2C4)cnn1-c1ccccc1. RXN SMILES: [CH3:26][NH:27][CH2:28][CH2:29][c:30]1[cH:31][cH:32][cH:33][cH:34][cH:35]1.[CH:1]12[CH:2]([NH:11][C:12](=[O:13])[c:14]3[cH:15][n:16][n:17](-[c:20]4[cH:21][cH:22][cH:23][cH:24][cH:25]4)[c:18]3[Cl:19])[CH:3]3[CH2:4][CH:5]([CH2:6][CH:7]([CH2:8]1)[CH2:9]3)[CH2:10]2>>[CH:1]12[CH:2]([NH:11][C:12](=[O:13])[c:14]3[cH:15][n:16][n:17](-[c:20]4[cH:21][cH:22][cH:23][cH:24][cH:25]4)[c:18]3[N:27]([CH3:26])[CH2:28][CH2:29][c:30]3[cH:31][cH:32][cH:33][cH:34][cH:35]3)[CH:3]3[CH2:4][CH:5]([CH2:6][CH:7]([CH2:8]1)[CH2:9]3)[CH2:10]2.